Dataset: the Open Reaction Database (ORD), a public repository of structured organic reaction records. Task: describe an organic reaction: reactants, conditions, products, and yield The reactants are C(OC)(OC)OC (trimethyl orthoformate), CS(=O)(=O)OC1=C2C(N(C(C2=C(C=C1C=O)I)=O)C(C)(C1=CC=CC=C1)C)OC (4-Methanesulfonyloxy-5-formyl-3-methoxy-7-iodo-2-(1-methyl-1-phenylethyl)isoindolinone), C(O)([O-])=O.[Na+] (sodium hydrogencarbonate), O (water). The reagents and catalysts are O.C1(=CC=C(C=C1)S(=O)(=O)O)C (p-toluenesulfonic acid monohydrate). The solvent is CO (methanol). Reaction conditions: temperature 50 celsius, time 5 hour. Yields the product CS(=O)(=O)OC1=C2C(N(C(C2=C(C=C1C(OC)OC)I)=O)C(C)(C1=CC=CC=C1)C)OC (4-methanesulfonyloxy-5-dimethoxymethyl-3-methoxy-7-iodo-2-(1-methyl-1-phenylethyl)isoindolinone). Isolated yield 96.5%. Reaction SMILES: [CH3:1][S:2]([O:5][C:6]1[C:14](C=O)=[CH:13][C:12]([I:17])=[C:11]2[C:7]=1[CH:8]([O:28][CH3:29])[N:9]([C:19]([CH3:27])([C:21]1[CH:26]=[CH:25][CH:24]=[CH:23][CH:22]=1)[CH3:20])[C:10]2=[O:18])(=[O:4])=[O:3].[CH:30]([O:35][CH3:36])([O:33][CH3:34])OC.C(=O)([O-])O.[Na+].O>CO.O.C1(C)C=CC(S(O)(=O)=O)=CC=1>[CH3:1][S:2]([O:5][C:6]1[C:14]([CH:30]([O:33][CH3:34])[O:35][CH3:36])=[CH:13][C:12]([I:17])=[C:11]2[C:7]=1[CH:8]([O:28][CH3:29])[N:9]([C:19]([CH3:20])([C:21]1[CH:26]=[CH:25][CH:24]=[CH:23][CH:22]=1)[CH3:27])[C:10]2=[O:18])(=[O:3])=[O:4] |f:2.3,6.7|. Procedure details: 4-Methanesulfonyloxy-5-formyl-3-methoxy-7-iodo-2-(1-methyl-1-phenylethyl)isoindolinone (220 mg, 0.416 mmol) was dissolved in methanol (4 mL), and the solution was added with trimethyl orthoformate (0.091 mL, 0.83 mmol) and p-toluenesulfonic acid monohydrate (1.0 mg, 0.0058 mmol), followed by stirring at 50° C. for 5 hours. The reaction mixture was added with saturated aqueous sodium hydrogencarbonate solution and water. The precipitated solid was collected by filtration and washed with water, fo... Reactants: CCOC(=O)c1ccc2[nH]cc(C3CCN(C)CC3)c2c1, CCO, [Na+], [OH-]. The product is CN1CCC(c2c[nH]c3ccc(C(=O)O)cc23)CC1. RXN SMILES: [CH2:1]([CH3:2])[O:3][C:4](=[O:5])[c:6]1[cH:7][c:8]2[c:9]([CH:15]3[CH2:16][CH2:17][N:18]([CH3:21])[CH2:19][CH2:20]3)[cH:10][nH:11][c:12]2[cH:13][cH:14]1.[CH3:24][CH2:25][OH:26].[Na+:23].[OH-:22]>>[O:3]=[C:4]([OH:5])[c:6]1[cH:7][c:8]2[c:9]([CH:15]3[CH2:16][CH2:17][N:18]([CH3:21])[CH2:19][CH2:20]3)[cH:10][nH:11][c:12]2[cH:13][cH:14]1. Starting materials: Cl (Hydrogen chloride), C(C)(C)(C)OC(=O)N1C(=N[C@H]([C@H]1C1=CC=CC=C1)C1=CC=CC=C1)NCC1=CC(=CC=C1)F (2-(3-Fluorobenzylamino)-cis-4,5-diphenyl-4,5-dihydro-imidazole-1-carboxylic acid tert-butyl ester). Solvent: CCOC(=O)C (EtOAc). Conditions: time 8 hour. Product: Cl.C1(=CC=CC=C1)[C@@H]1N=C(N[C@@H]1C1=CC=CC=C1)NCC1=CC(=CC=C1)F ((cis-4,5-Diphenyl-4,5-dihydro-1H-imidazol-2-yl)-(3-fluorobenzyl)amine hydrochloride). As a reaction SMILES: [ClH:1].C(OC([N:9]1[C@H:13]([C:14]2[CH:19]=[CH:18][CH:17]=[CH:16][CH:15]=2)[C@H:12]([C:20]2[CH:25]=[CH:24][CH:23]=[CH:22][CH:21]=2)[N:11]=[C:10]1[NH:26][CH2:27][C:28]1[CH:33]=[CH:32][CH:31]=[C:30]([F:34])[CH:29]=1)=O)(C)(C)C>CCOC(C)=O>[ClH:1].[C:14]1([C@H:13]2[C@@H:12]([C:20]3[CH:25]=[CH:24][CH:23]=[CH:22][CH:21]=3)[NH:11][C:10]([NH:26][CH2:27][C:28]3[CH:33]=[CH:32][CH:31]=[C:30]([F:34])[CH:29]=3)=[N:9]2)[CH:15]=[CH:16][CH:17]=[CH:18][CH:19]=1 |f:3.4|. Procedure details: Hydrogen chloride is bubbled into a solution of 87 (1.5 g, 3.37 mmol) in EtOAc (30 mL) for 1 min, and the solution is stirred at RT overnight. The solvent is removed by rotary evaporation, and the residue crystallized from dichloromethane and Et2O to give 1.05 g of the product 88. 1H NMR (DMSO-d6) δ 9.28 (t, 1 H), 8.68 (s, 1 H), 8.15 (s, 1 H), 7.35-7.10 (m, 3 H), 7.10-6.80 (m, 7 H), 6.80-6.50 (m, 4 H), 5.03 (s, 1 H), 4.80-4.45 (m, 2 H); MS: m/z 346 (M++1). Starting materials: [OH-].[NH4+] (ammonium hydroxide), C(C1=CC=CC=C1)N1CC(C=2NC=3C=CC=CC3C2CC1)C(=O)OC (methyl 3-benzyl-1,2,3,4,5,6-hexahydroazepino (4,5-b) indole-5-carboxylate), OC1OCCCC1 (2-hydroxytetrahydropyran), Cl (hydrochloric acid). Reagents/catalysts: Cl (HCl). Solvent: O (water), CCOCC (ether), C1(=CC=CC=C1)C (toluene), CO (methanol). Conditions: temperature 110 celsius, time 12 hour. Product: C(C1=CC=CC=C1)N1CCC23C1C(CC(=C3NC=3C=CC=CC23)C(=O)OC)CCCO (methyl 3-benzyl-1,2,3,3a,4,5-hexahydro-4-(3-hydroxypropyl)-7H-pyrrolo(2,3-d)carbazole-6-carboxylate). Yield: 99.8%. RXN SMILES: [CH2:1]([N:8]1[CH2:21][CH2:20][C:19]2[C:18]3[CH:17]=[CH:16][CH:15]=[CH:14][C:13]=3[NH:12][C:11]=2[CH:10]([C:22]([O:24][CH3:25])=[O:23])[CH2:9]1)[C:2]1[CH:7]=[CH:6][CH:5]=[CH:4][CH:3]=1.[OH:26][CH:27]1[CH2:32][CH2:31][CH2:30][CH2:29]O1.Cl.[OH-].[NH4+]>Cl.CO.O.CCOCC.C1(C)C=CC=CC=1>[CH2:1]([N:8]1[CH:9]2[CH:30]([CH2:31][CH2:32][CH2:27][OH:26])[CH2:29][C:10]([C:22]([O:24][CH3:25])=[O:23])=[C:11]3[NH:12][C:13]4[CH:14]=[CH:15][CH:16]=[CH:17][C:18]=4[C:19]23[CH2:20][CH2:21]1)[C:2]1[CH:3]=[CH:4][CH:5]=[CH:6][CH:7]=1 |f:3.4|. Reported procedure: A mixture of methyl 3-benzyl-1,2,3,4,5,6-hexahydroazepino (4,5-b) indole-5-carboxylate (1.336 g, 4.0 mmol), 2-hydroxytetrahydropyran (0.980 g, 8.2 mmol), toluene (30 mL) and ether saturated with HCl gas (10 drops) was heated under a nitrogen atmosphere at 110° C. for 5 h. The reaction mixture was cooled, diluted with 15 mL of methanol and acidified with conc. hydrochloric acid. The reaction mixture was stirred for 12 h at 20° C., poured into 50 mL of water and made strongly basic with ammonium h... The reactants are ClCCl, Cc1cnc(Cl)c(CO)c1, O=S(Cl)Cl. Product: Cc1cnc(Cl)c(CCl)c1. RXN SMILES: [CH2:15]([Cl:16])[Cl:17].[Cl:5][c:6]1[n:7][cH:8][c:9]([CH3:14])[cH:10][c:11]1[CH2:12][OH:13].[S:1]([Cl:2])([Cl:3])=[O:4]>>[Cl:3][CH2:12][c:11]1[c:6]([Cl:5])[n:7][cH:8][c:9]([CH3:14])[cH:10]1. The reactants are solution, C(CCC)[Li] (butyl lithium), CN(CCN(C)C)C (tetramethylethylenediamine), C(C)I (ethyliodide), C(C)C1=C(C(=O)N(CC)CC)C=CC=C1 (2-ethyl-N,N-diethyl-benzamide). The solvent is C1CCCCC1 (cyclohexane), O (water), C1CCOC1 (THF). Run at temperature -78 celsius. The product is C(C)(CC)C1=C(C(=O)N(CC)CC)C=CC=C1 (2-sec-butyl-N,N-diethylbenzamide). Yield: 40.9%. Reaction SMILES: CN(C)[CH2:3][CH2:4]N(C)C.[CH2:9]([C:11]1[CH:23]=[CH:22][CH:21]=[CH:20][C:12]=1[C:13]([N:15]([CH2:18][CH3:19])[CH2:16][CH3:17])=[O:14])[CH3:10].C([Li])CCC.C(I)C>C1COCC1.C1CCCCC1.O>[CH:9]([C:11]1[CH:23]=[CH:22][CH:21]=[CH:20][C:12]=1[C:13]([N:15]([CH2:16][CH3:17])[CH2:18][CH3:19])=[O:14])([CH2:3][CH3:4])[CH3:10]. Procedure: To a solution of 4.74 mL (0.031 mol) of tetramethylethylenediamine in 300 mL of THF (passed through alumina prior to use) was added 5.8 g (0.03 mol) of 2-ethyl-N,N-diethyl-benzamide. The solution was cooled to -78° C. and treated with 34.9 mL (0.031 mol) of a 0.9M solution of butyl lithium in cyclohexane. When addition was completed, the mixture was stirred for twenty minutes and then treated with a solution of 3.2 mL (0.04 mol) of ethyliodide while maintaining the temperature at -78° C. The tem... Reactants: C1(CC1)[C@@]1([C@@H](N(CC1)C(=O)OCC1=CC=CC=C1)C(C)C)O (benzyl (2S,3S)-3-cyclopropyl-3-hydroxy-2-isopropylpyrrolidine-1-carboxylate). The reagents and catalysts are [Pd] (Pd/C). Solvent: O (water). Yields the product C1(CC1)[C@]1([C@@H](NCC1)C(C)C)O ((2S,3R)-3-cyclopropyl-2-isopropylpyrrolidin-3-ol), solid. Yield: 88.0%. As a reaction SMILES: [CH:1]1([C@@:4]2([OH:22])[CH2:8][CH2:7][N:6](C(OCC3C=CC=CC=3)=O)[C@H:5]2[CH:19]([CH3:21])[CH3:20])[CH2:3][CH2:2]1>[Pd].O>[CH:1]1([C@:4]2([OH:22])[CH2:8][CH2:7][NH:6][C@H:5]2[CH:19]([CH3:20])[CH3:21])[CH2:3][CH2:2]1. Procedure: By an operation in the same manner as in Reference Example 4 and using benzyl (2S,3S)-3-cyclopropyl-3-hydroxy-2-isopropylpyrrolidine-1-carboxylate (1.98 g) and 50% water containing-10% Pd/C (0.10 g), the title compound was obtained as a colorless solid (yield: 1.22 g, yield: 88%).